From a dataset of the Open Reaction Database (ORD), a public repository of structured organic reaction records. describe an organic reaction: reactants, conditions, products, and yield Reactants: C(C)(C)(C)OC(=O)NCC(=O)OC1=CC=C(C=C1)NC1=NC=CC=C1NS(=O)(=O)C1=CC=C(C=C1)OC (N-[2-[[4-(tert-Butoxycarbonylaminoacetyloxy)phenyl]amino]-3-pyridyl]-4-methoxybenzenesulfonamide), Cl (hydrochloric acid). Solvent: O1CCCC1 (tetrahydrofuran). Reaction conditions: time 3 hour. The product is Cl.Cl.NCC(=O)OC1=CC=C(C=C1)NC1=NC=CC=C1NS(=O)(=O)C1=CC=C(C=C1)OC (N-[2-[[4-(Aminoacetyloxy)phenyl]amino]-3-pyridyl]-4-methoxybenzenesulfonamide dihydrochloride). RXN SMILES: C(OC([NH:8][CH2:9][C:10]([O:12][C:13]1[CH:18]=[CH:17][C:16]([NH:19][C:20]2[C:25]([NH:26][S:27]([C:30]3[CH:35]=[CH:34][C:33]([O:36][CH3:37])=[CH:32][CH:31]=3)(=[O:29])=[O:28])=[CH:24][CH:23]=[CH:22][N:21]=2)=[CH:15][CH:14]=1)=[O:11])=O)(C)(C)C.[ClH:38]>O1CCCC1>[ClH:38].[ClH:38].[NH2:8][CH2:9][C:10]([O:12][C:13]1[CH:14]=[CH:15][C:16]([NH:19][C:20]2[C:25]([NH:26][S:27]([C:30]3[CH:31]=[CH:32][C:33]([O:36][CH3:37])=[CH:34][CH:35]=3)(=[O:28])=[O:29])=[CH:24][CH:23]=[CH:22][N:21]=2)=[CH:17][CH:18]=1)=[O:11] |f:3.4.5|. Reported procedure: 272 mg (0.515 mmol) of the compound of Example 60 was added to 10 ml of tetrahydrofuran. 2 ml of concentrated hydrochloric acid was added to the mixture and stirred at room temperature for 3 h. The solvent was distilled off under reduced pressure and the residue was recrystallized from ethanol to obtain 159 mg of the title compound. Product: CN(C)Cc1cccc(OCCCNc2nc(N=Cc3ccccc3)nn2C)c1. The reactants are CN(C)Cc1cccc(OCCCNc2nc(N)nn2C)c1, O=Cc1ccccc1, c1ccccc1. Reaction SMILES: [CH3:1][n:2]1[n:3][c:4]([NH2:22])[n:5][c:6]1[NH:7][CH2:8][CH2:9][CH2:10][O:11][c:12]1[cH:13][c:14]([CH2:18][N:19]([CH3:20])[CH3:21])[cH:15][cH:16][cH:17]1.[CH:23](=[O:24])[c:25]1[cH:26][cH:27][cH:28][cH:29][cH:30]1.[cH:31]1[cH:32][cH:33][cH:34][cH:35][cH:36]1>>[CH3:1][n:2]1[n:3][c:4]([N:22]=[CH:23][c:25]2[cH:26][cH:27][cH:28][cH:29][cH:30]2)[n:5][c:6]1[NH:7][CH2:8][CH2:9][CH2:10][O:11][c:12]1[cH:13][c:14]([CH2:18][N:19]([CH3:20])[CH3:21])[cH:15][cH:16][cH:17]1. Starting materials: Brc1nccs1, CCO, Cl, COc1nn(-c2cccc(N)c2)c(=O)n(Cc2ccc(Cl)cc2)c1=O. The product is COc1nn(-c2cccc(Nc3nccs3)c2)c(=O)n(Cc2ccc(Cl)cc2)c1=O. Reaction SMILES: [Br:26][c:27]1[s:28][cH:29][cH:30][n:31]1.[CH3:33][CH2:34][OH:35].[ClH:32].[NH2:1][c:2]1[cH:3][c:4](-[n:8]2[n:9][c:10]([O:24][CH3:25])[c:11](=[O:23])[n:12]([CH2:15][c:16]3[cH:17][cH:18][c:19]([Cl:22])[cH:20][cH:21]3)[c:13]2=[O:14])[cH:5][cH:6][cH:7]1>>[NH:1]([c:2]1[cH:3][c:4](-[n:8]2[n:9][c:10]([O:24][CH3:25])[c:11](=[O:23])[n:12]([CH2:15][c:16]3[cH:17][cH:18][c:19]([Cl:22])[cH:20][cH:21]3)[c:13]2=[O:14])[cH:5][cH:6][cH:7]1)[c:27]1[s:28][cH:29][cH:30][n:31]1. The reactants are BrC1=CC=C(NC(C2=CC=C(C=C2)NS(=O)(=O)N(C)C)=O)C=C1 (4'-bromo-4-[(dimethylaminosulfonyl)amino]benzanilide), C([O-])([O-])=O.[K+].[K+] (potassium carbonate), BrC1OC(=O)C2=CC=CC=C12 (3-bromophthalide). Solvent: CC(=O)C (acetone). Product: BrC1=CC=C(NC(C2=CC=C(C=C2)N(C2OC(=O)C3=CC=CC=C23)S(=O)(=O)N(C)C)=O)C=C1 (4'-bromo-4-[(dimethylaminosulfonyl)(3-phthalidyl)amino]benzanilide). Isolated yield 51.1%. As a reaction SMILES: [Br:1][C:2]1[CH:23]=[CH:22][C:5]([NH:6][C:7](=[O:21])[C:8]2[CH:13]=[CH:12][C:11]([NH:14][S:15]([N:18]([CH3:20])[CH3:19])(=[O:17])=[O:16])=[CH:10][CH:9]=2)=[CH:4][CH:3]=1.C(=O)([O-])[O-].[K+].[K+].Br[CH:31]1[C:40]2[C:35](=[CH:36][CH:37]=[CH:38][CH:39]=2)[C:33](=[O:34])[O:32]1>CC(C)=O>[Br:1][C:2]1[CH:23]=[CH:22][C:5]([NH:6][C:7](=[O:21])[C:8]2[CH:9]=[CH:10][C:11]([N:14]([S:15]([N:18]([CH3:20])[CH3:19])(=[O:16])=[O:17])[CH:31]3[C:40]4[C:35](=[CH:36][CH:37]=[CH:38][CH:39]=4)[C:33](=[O:34])[O:32]3)=[CH:12][CH:13]=2)=[CH:4][CH:3]=1 |f:1.2.3|. Procedure details: To a solution of 1.0 g of 4'-bromo-4-[(dimethylaminosulfonyl)amino]benzanilide 10 and 10 ml of dried acetone are added 416 mg of potassium carbonate powder and 642 mg of 3-bromophthalide 11, and the mixture is refluxed for 1 hour. The reaction mixture is concentrated; to the residue is added water, and the precipitating crystals are collected by filtration and recrystallized from acetonitrile to give 680 mg of 4'-bromo-4-[(dimethylaminosulfonyl)(3-phthalidyl)amino]benzanilide 12 as crystals, m.p... Starting materials: N1=CC=CC=C1 (Pyridine), C(C)(=O)N1CC2=CC(=CC=C2CC1)S(=O)(=O)Cl (2-acetyl-1,2,3,4-tetrahydroisoquinoline-7-sulfonyl chloride), N1CCC2=CC=CC=C12 (2,3-dihydro-1H-indole). Run in ClCCCl (1,2-dichlorethane). RXN SMILES: N1C=CC=CC=1.[C:7]([N:10]1[CH2:19][CH2:18][C:17]2[C:12](=[CH:13][C:14]([S:20](Cl)(=[O:22])=[O:21])=[CH:15][CH:16]=2)[CH2:11]1)(=[O:9])[CH3:8].[NH:24]1[C:32]2[C:27](=[CH:28][CH:29]=[CH:30][CH:31]=2)[CH2:26][CH2:25]1>ClCCCl>[N:24]1([S:20]([C:14]2[CH:13]=[C:12]3[C:17]([CH2:18][CH2:19][N:10]([C:7](=[O:9])[CH3:8])[CH2:11]3)=[CH:16][CH:15]=2)(=[O:22])=[O:21])[C:32]2[C:27](=[CH:28][CH:29]=[CH:30][CH:31]=2)[CH2:26][CH2:25]1. Isolated yield 66.5%. Procedure: Pyridine (0.85 ml, 10.5 mmol) was added to a stirred solution of 2-acetyl-1,2,3,4-tetrahydroisoquinoline-7-sulfonyl chloride (0.96 g, 3.5 mmol) and 2,3-dihydro-1H-indole (0.42 g, 3.5 mmol) in 1,2-dichlorethane (40 ml) at room temperature. After 3 h, the solution was washed with water (40 ml), dried (MgSO4) and concentrated in vacuo to an oil. The oil was purified by column chromatography over silica gel eluting with a gradient of dichloromethane/methanol to afford the title compound (D5) as an o... Run at time 3 hour. The product is N1(CCC2=CC=CC=C12)S(=O)(=O)C1=CC=C2CCN(CC2=C1)C(C)=O (1-[7-(2,3-Dihydro-indole-1-sulfonyl)-3,4-dihydro-1H-isoquinolin-2-yl]-ethanone).